From a dataset of the Open Reaction Database (ORD), a public repository of structured organic reaction records. describe an organic reaction: reactants, conditions, products, and yield RXN SMILES: [OH:1][C:2]1[C:11]2[C:6](=[CH:7][CH:8]=[CH:9][C:10]=2[CH2:12][CH2:13][CH3:14])[C:5](/[CH:15]=[C:16](\[CH3:20])/[C:17]([OH:19])=[O:18])=[CH:4][C:3]=1[O:21][CH3:22].[C:23](OC(=O)C)(=[O:25])[CH3:24]>N1C=CC=CC=1>[C:23]([O:1][C:2]1[C:11]2[C:6](=[CH:7][CH:8]=[CH:9][C:10]=2[CH2:12][CH2:13][CH3:14])[C:5](/[CH:15]=[C:16](/[CH3:20])\[C:17]([OH:19])=[O:18])=[CH:4][C:3]=1[O:21][CH3:22])(=[O:25])[CH3:24]. The reactants are OC1=C(C=C(C2=CC=CC(=C12)CCC)/C=C(/C(=O)O)\C)OC ((E)-3-(4-hydroxy-3-methoxy-5-propyl-1-naphthyl)-2-methylpropenoic acid), C(C)(=O)OC(C)=O (acetic anhydride). Run in N1=CC=CC=C1 (pyridine). Yields the product C(C)(=O)OC1=C(C=C(C2=CC=CC(=C12)CCC)\C=C(/C(=O)O)\C)OC ((Z)-3-(4-acetoxy-3-methoxy-5-propyl-1-naphthyl)-2-methylpropenoic acid). Conditions: time 8 hour. Procedure: 7.1 g of (E)-3-(4-hydroxy-3-methoxy-5-propyl-1-naphthyl)-2-methylpropenoic acid was dissolved in 20 ml of pyridine and 2 ml of acetic anhydride was added, followed by stirring at room temperature overnight. The reaction mixture was concentrated in vacuo and the resultant crystals were filtered and washed with ethyl acetate to obtain 7.5 g of the titled compound as colorless crystals. Reactants: CC1=C(C(=NO1)C1=CC=CC=C1)COC1=NC=C(C(=O)O)C=C1 (6-(5-methyl-3-phenyl-isoxazol-4-ylmethoxy)-nicotinic acid), Cl.CC1(CC1)N (1-methylcyclopropylamine hydrochloride). Yields the product CC1(CC1)NC(C1=CN=C(C=C1)OCC=1C(=NOC1C)C1=CC=CC=C1)=O (N-(1-Methyl-cyclopropyl)-6-(5-methyl-3-phenyl-isoxazol-4-ylmethoxy)-nicotinamide). Isolated yield 83.0%. Reaction SMILES: [CH3:1][C:2]1[O:6][N:5]=[C:4]([C:7]2[CH:12]=[CH:11][CH:10]=[CH:9][CH:8]=2)[C:3]=1[CH2:13][O:14][C:15]1[CH:23]=[CH:22][C:18]([C:19]([OH:21])=O)=[CH:17][N:16]=1.Cl.[CH3:25][C:26]1([NH2:29])[CH2:28][CH2:27]1>>[CH3:25][C:26]1([NH:29][C:19](=[O:21])[C:18]2[CH:22]=[CH:23][C:15]([O:14][CH2:13][C:3]3[C:4]([C:7]4[CH:8]=[CH:9][CH:10]=[CH:11][CH:12]=4)=[N:5][O:6][C:2]=3[CH3:1])=[N:16][CH:17]=2)[CH2:28][CH2:27]1 |f:1.2|. Reported procedure: As described for example 8b, 6-(5-methyl-3-phenyl-isoxazol-4-ylmethoxy)-nicotinic acid (100 mg, 0.32 mmol) was converted, using 1-methylcyclopropylamine hydrochloride instead of methylamine, to the title compound (97 mg, 83%) which was obtained as a white solid. MS: m/e=362.5 [M−H]−. The reactants are CC(=O)O, COc1ccc(C=O)cc1OC1CCCC1, NS(=O)(=O)O, [Na], O. Product: COc1ccc(C(=O)O)cc1OC1CCCC1. Reaction SMILES: [CH3:23][C:24](=[O:25])[OH:26].[CH:1]1([O:6][c:7]2[cH:8][c:9]([CH:10]=[O:11])[cH:12][cH:13][c:14]2[O:15][CH3:16])[CH2:2][CH2:3][CH2:4][CH2:5]1.[NH2:17][S:18]([OH:19])(=[O:20])=[O:21].[Na:22].[OH2:27]>>[CH:1]1([O:6][c:7]2[cH:8][c:9]([C:10](=[O:11])[OH:19])[cH:12][cH:13][c:14]2[O:15][CH3:16])[CH2:2][CH2:3][CH2:4][CH2:5]1.